This data is from the Open Reaction Database (ORD), a public repository of structured organic reaction records. The task is: describe an organic reaction: reactants, conditions, products, and yield Starting materials: C1(=O)NC=CC2=CC=CC=C12 (isocarbostyril), [K].CC(C)([O-])C (potassium tert.-butoxide), C(C)(=O)O (acetic acid), C(C#C)Br (propargyl bromide). Run in CN(C=O)C (dimethylformamide), O (water). Reaction conditions: time 30 minute. Product: C(C#C)N1C(C2=CC=CC=C2C=C1)=O (2-(2-propynyl)-1(2H)-isoquinolinone). Reaction SMILES: [C:1]1([C:11]2[C:6](=[CH:7][CH:8]=[CH:9][CH:10]=2)[CH:5]=[CH:4][NH:3]1)=[O:2].[K].[CH3:13][C:14](C)([O-])[CH3:15].C(Br)C#C.C(O)(=O)C>CN(C)C=O.O>[CH2:15]([N:3]1[CH:4]=[CH:5][C:6]2[C:11](=[CH:10][CH:9]=[CH:8][CH:7]=2)[C:1]1=[O:2])[C:14]#[CH:13] |f:1.2,^1:11|. Procedure: A solution of 1 g (7 mmol) of isocarbostyril in 40 ml of dimethylformamide was treated with 0.86 g (7.7 mmol) of potassium-tert.-butoxide. After stirring under nitrogen for 30 minutes, 0.7 ml of propargyl bromide was added and stirring at room temperature was continued for 1 hour. The reaction mixture was acidified with acetic acid and diluted with water. The precipitated product was filtered off, washed with water and sucked dry. The residue was purified by chromatography over 30 g of silica ge... RXN SMILES: [Br:1][C:2]1[S:3][CH:4]=[CH:5][CH:6]=1.[C:7]1(=[O:13])[O:12][C:10](=[O:11])[CH2:9][CH2:8]1>>[Br:1][C:2]1[S:3][C:4]([C:7](=[O:13])[CH2:8][CH2:9][C:10]([OH:12])=[O:11])=[CH:5][CH:6]=1. The reactants are BrC=1SC=CC1 (2-bromothiophene), C1(CCC(=O)O1)=O (succinic anhydride). Procedure details: As described for Example 1, 0.3 mole of 2-bromothiophene is reacted with succinic anhydride to give 4-(5-bromo-2-thienyl)-4-ketobutyric acid (51%), m.p. 141°-143° C. The preceding compound is coupled to L-proline to give 1-[3-(5-bromo-2-thenoyl)propionyl]-L-proline (56%) as crystals, m.p. 166°-168° C. The preceding compound (0.008 mole) is reacted with bromine in acetic acid to yield 1-[3-bromo-3-(5-bromo-2-thenoyl)propionyl]-L-proline as a glass (97%). As for Example 1, reaction of the precedin... Isolated yield 51.0%. Product: BrC1=CC=C(S1)C(CCC(=O)O)=O (4-(5-bromo-2-thienyl)-4-ketobutyric acid). The reactants are [N+](=O)([O-])C1=C(CC2(C(N(CCC2)CCC)=O)C(=O)OCC)C=CC=C1 (ethyl 3-(2-nitrobenzyl)-2-oxo-1-propyl-3-piperidinecarboxylate). Reagents/catalysts: [C].[Pd] (Palladium- carbon). The solvent is C(C)O (ethanol). Conditions: time 6 hour. The product is O=C1N(CCCC12C(NC1=CC=CC=C1C2)=O)CCC (2,2′-Dioxo-1-propyl-1′,2′,3′,4′-tetrahydrospiro[piperidin-3,3′-quinoline]). Isolated yield 70.4%. RXN SMILES: [N+:1]([C:4]1[CH:25]=[CH:24][CH:23]=[CH:22][C:5]=1[CH2:6][C:7]1([C:17](OCC)=[O:18])[CH2:12][CH2:11][CH2:10][N:9]([CH2:13][CH2:14][CH3:15])[C:8]1=[O:16])([O-])=O>[C].[Pd].C(O)C>[O:16]=[C:8]1[C:7]2([CH2:6][C:5]3[C:4](=[CH:25][CH:24]=[CH:23][CH:22]=3)[NH:1][C:17]2=[O:18])[CH2:12][CH2:11][CH2:10][N:9]1[CH2:13][CH2:14][CH3:15] |f:1.2|. Procedure details: 10% Palladium- carbon (0.2 g) was added to an ethanol solution (20 ml) of ethyl 3-(2-nitrobenzyl)-2-oxo-1-propyl-3-piperidinecarboxylate (1.00 g), and catalytic hydrogenation was conducted at room temperature under one atmospheric pressure for 6 hours. The catalyst was removed by filtration and the filtrate was concentrated. The residue was dissolved in toluene (20 ml), which was heated under reflux for 12 hours. The reaction mixture was concentrated, and the obtained crude crystals were recryst... The reactants are [Mg] (magnesium), FC(OC1=CC=C(C=C1)[C@@H]1CC[C@H](CC1)[C@@H]1CC[C@H](CC1)CCCl)(F)F (1-trifluoromethoxy-4-(trans-4-(trans-4-chloroethylcyclohexyl)cyclohexyl)benzene), Grignard reagent, CO[Si](OC)(OC)OC (tetramethoxysilane). Run in C1CCOC1 (THF), C1CCOC1 (THF). Run at time 2 hour. Yields the product Grignard reagent, FC(OC1=CC=C(C=C1)[C@@H]1CC[C@H](CC1)[C@@H]1CC[C@H](CC1)CC[Si](OC)(OC)OC)(F)F (1-trifluoromethoxy-4-(trans-4-(trans-4-trimethoxysilylethylcyclohexyl)cyclohexyl)benzene). Isolated yield 57.0%. As a reaction SMILES: [Mg].[F:2][C:3]([F:27])([F:26])[O:4][C:5]1[CH:10]=[CH:9][C:8]([C@H:11]2[CH2:16][CH2:15][C@H:14]([C@H:17]3[CH2:22][CH2:21][C@H:20]([CH2:23][CH2:24]Cl)[CH2:19][CH2:18]3)[CH2:13][CH2:12]2)=[CH:7][CH:6]=1.[CH3:28][O:29][Si:30](OC)([O:33][CH3:34])[O:31][CH3:32]>C1COCC1>[F:2][C:3]([F:27])([F:26])[O:4][C:5]1[CH:10]=[CH:9][C:8]([C@H:11]2[CH2:16][CH2:15][C@H:14]([C@H:17]3[CH2:22][CH2:21][C@H:20]([CH2:23][CH2:24][Si:30]([O:33][CH3:34])([O:31][CH3:32])[O:29][CH3:28])[CH2:19][CH2:18]3)[CH2:13][CH2:12]2)=[CH:7][CH:6]=1. Reported procedure: A Grignard reagent was prepared from 100 ml of THF, magnesium (120 mmole) and 1-trifluoromethoxy-4-(trans-4-(trans-4-chloroethylcyclohexyl)cyclohexyl)benzene (100 mmole) under nitrogen atmosphere. A THF 100 ml solution of tetramethoxysilane (150 mmole) was heated to 65° C., and the Grignard reagent was added dropwise thereto. The solution was stirred at the same temperature for 2 hours, and after left standing for cooling, the reaction mixture was filtered. The solvent was distilled off, and the... The reactants are C[C@]12CC[C@@]3([C@@H]([C@H]2CC[C@@H]2[C@]4(CC=C(C([C@@H]4CC[C@@]12C)(C)C)OS(=O)(=O)C(F)(F)F)C)[C@@H](CC3)C(=C)C)C(=O)OCC3=CC=CC=C3 ((1R,3aS,5aR,5bR,7aR,11aR,11bR,13aR,13bR)-benzyl 5a,5b,8,8,11a-pentamethyl-1-(prop-1-en-2-yl)-9-(((trifluoromethyl)sulfonyl)oxy)-2,3,3a,4,5,5a,5b,6,7,7a,8,11,11a,11b,12,13,13a,13b-octadecahydro-1H-cyclopenta[a]chrysene-3a-carboxylate), C1(=CC=C(C=C1)B(O)O)B(O)O (1,4-benzenediboronic acid), C([O-])([O-])=O.[Na+].[Na+] (sodium carbonate). The reagents and catalysts are C=1C=CC(=CC1)[P](C=2C=CC=CC2)(C=3C=CC=CC3)[Pd]([P](C=4C=CC=CC4)(C=5C=CC=CC5)C=6C=CC=CC6)([P](C=7C=CC=CC7)(C=8C=CC=CC8)C=9C=CC=CC9)[P](C=1C=CC=CC1)(C=1C=CC=CC1)C=1C=CC=CC1 (tetrakis(triphenylphosphine)palladium(0)). Solvent: C1CCOC1 (THF), O (H2O), CCOC(=O)C (EtOAc). Run at temperature 90 celsius, time 6 hour. Yields the product C(C1=CC=CC=C1)OC(=O)[C@]12[C@@H]([C@H]3CC[C@@H]4[C@]5(CC=C(C([C@@H]5CC[C@]4([C@@]3(CC1)C)C)(C)C)C1=CC=C(C=C1)B(O)O)C)[C@@H](CC2)C(=C)C ((4-((1R,3aS,5aR,5bR,7aR,11aS,11bR,13aR,13bR)-3a-((benzyloxy)carbonyl)-5a,5b,8,8,11a-pentamethyl-1-(prop-1-en-2-yl)-2,3,3a,4,5,5a,5b,6,7,7a,8,11,11a,11b,12,13,13a,13b-octadecahydro-1H-cyclopenta[a]chrysen-9-yl)phenyl)boronic acid). The yield is 34.2%. Reaction SMILES: [CH3:1][C@:2]12[C@@:19]3([CH3:20])[C@@H:10]([C@:11]4([CH3:31])[C@@H:16]([CH2:17][CH2:18]3)[C:15]([CH3:22])([CH3:21])[C:14](OS(C(F)(F)F)(=O)=O)=[CH:13][CH2:12]4)[CH2:9][CH2:8][C@@H:7]1[C@H:6]1[C@H:32]([C:35]([CH3:37])=[CH2:36])[CH2:33][CH2:34][C@:5]1([C:38]([O:40][CH2:41][C:42]1[CH:47]=[CH:46][CH:45]=[CH:44][CH:43]=1)=[O:39])[CH2:4][CH2:3]2.[C:48]1(B(O)O)[CH:53]=[CH:52][C:51]([B:54]([OH:56])[OH:55])=[CH:50][CH:49]=1.C(=O)([O-])[O-].[Na+].[Na+]>C1COCC1.O.CCOC(C)=O.C1C=CC([P]([Pd]([P](C2C=CC=CC=2)(C2C=CC=CC=2)C2C=CC=CC=2)([P](C2C=CC=CC=2)(C2C=CC=CC=2)C2C=CC=CC=2)[P](C2C=CC=CC=2)(C2C=CC=CC=2)C2C=CC=CC=2)(C2C=CC=CC=2)C2C=CC=CC=2)=CC=1>[CH2:41]([O:40][C:38]([C@:5]12[CH2:34][CH2:33][C@@H:32]([C:35]([CH3:37])=[CH2:36])[C@@H:6]1[C@@H:7]1[C@@:2]([CH3:1])([CH2:3][CH2:4]2)[C@@:19]2([CH3:20])[C@@H:10]([C@:11]3([CH3:31])[C@@H:16]([CH2:17][CH2:18]2)[C:15]([CH3:21])([CH3:22])[C:14]([C:48]2[CH:49]=[CH:50][C:51]([B:54]([OH:56])[OH:55])=[CH:52][CH:53]=2)=[CH:13][CH2:12]3)[CH2:9][CH2:8]1)=[O:39])[C:42]1[CH:47]=[CH:46][CH:45]=[CH:44][CH:43]=1 |f:2.3.4,^1:81,83,102,121|. Procedure details: To a solution of (1R,3aS,5aR,5bR,7aR,11aR,11bR,13aR,13bR)-benzyl 5a,5b,8,8,11a-pentamethyl-1-(prop-1-en-2-yl)-9-(((trifluoromethyl)sulfonyl)oxy)-2,3,3a,4,5,5a,5b,6,7,7a,8,11,11a,11b,12,13,13a,13b-octadecahydro-1H-cyclopenta[a]chrysene-3a-carboxylate (3.0 g, 4.43 mmol) in THF (100 mL) was added 1,4-benzenediboronic acid (1.469 g, 8.86 mmol) and tetrakis(triphenylphosphine)palladium(0) (0.259 g, 0.222 mmol). The resulting yellow mixture was purged with N2. Then, a solution of sodium carbonate (2.8... Reactants: C1(CC1)CBr (cyclopropylmethyl bromide), [OH-].[Li+] (lithium hydroxide), C(C)(=O)NC1=CC=C(C=C1)SC1=C(C=C(C(=O)O)C=C1S(N)(=O)=O)N (4-(4-acetamidophenylmercapto)-3-amino-5-sulfamoylbenzoic acid), O (water), [OH-].[Li+] (lithium hydroxide). Solvent: C(C)O (ethanol). The product is C(C)(=O)NC1=CC=C(C=C1)SC1=C(C=C(C(=O)O)C=C1S(N)(=O)=O)NCC1CC1 (4-(4-acetamidophenylmercapto)-3-cyclopropylmethylamino-5-sulfamoylbenzoic acid). RXN SMILES: [C:1]([NH:4][C:5]1[CH:10]=[CH:9][C:8]([S:11][C:12]2[C:20]([S:21](=[O:24])(=[O:23])[NH2:22])=[CH:19][C:15]([C:16]([OH:18])=[O:17])=[CH:14][C:13]=2[NH2:25])=[CH:7][CH:6]=1)(=[O:3])[CH3:2].O.[OH-].[Li+].[CH:29]1([CH2:32]Br)[CH2:31][CH2:30]1>C(O)C>[C:1]([NH:4][C:5]1[CH:10]=[CH:9][C:8]([S:11][C:12]2[C:20]([S:21](=[O:24])(=[O:23])[NH2:22])=[CH:19][C:15]([C:16]([OH:18])=[O:17])=[CH:14][C:13]=2[NH:25][CH2:32][CH:29]2[CH2:31][CH2:30]2)=[CH:7][CH:6]=1)(=[O:3])[CH3:2] |f:2.3|. Reported procedure: The starting material is prepared as follows: To the mixture of 3.8 g of 4-(4-acetamidophenylmercapto)-3-amino-5-sulfamoylbenzoic acid, 20 ml of water, 15 ml of ethanol and 2 ml of 4 N aqueous lithium hydroxide, 2.2 g, of cyclopropylmethyl bromide are added while stirring and the pH of the mixture adjusted with lithium hydroxide to 7.0 during 24 hours. Thereupon, it is filtered, the filtrate diluted with water, washed with diethyl ether and acidified with concentrated hydrochloric acid. The prec...